This data is from the Open Reaction Database (ORD), a public repository of structured organic reaction records. The task is: describe an organic reaction: reactants, conditions, products, and yield Reactants: CCCCP(CCCC)CCCC, COC(=O)CCc1ccc(O)cc1C, Cc1ccccc1, CC(C)c1nc(-c2ccc(C(F)(F)F)cc2)sc1C(C)CO. Yields the product COC(=O)CCc1ccc(OCC(C)c2sc(-c3ccc(C(F)(F)F)cc3)nc2C(C)C)cc1C. As a reaction SMILES: [CH2:23]([P:24]([CH2:25][CH2:26][CH2:27][CH3:28])[CH2:29][CH2:30][CH2:31][CH3:32])[CH2:33][CH2:34][CH3:35].[CH3:36][O:37][C:38]([CH2:39][CH2:40][c:41]1[c:42]([CH3:48])[cH:43][c:44]([OH:47])[cH:45][cH:46]1)=[O:49].[CH3:50][c:51]1[cH:52][cH:53][cH:54][cH:55][cH:56]1.[CH:1]([CH3:2])([CH3:3])[c:4]1[n:5][c:6](-[c:13]2[cH:14][cH:15][c:16]([C:19]([F:20])([F:21])[F:22])[cH:17][cH:18]2)[s:7][c:8]1[CH:9]([CH2:10][OH:11])[CH3:12]>>[CH:1]([CH3:2])([CH3:3])[c:4]1[n:5][c:6](-[c:13]2[cH:14][cH:15][c:16]([C:19]([F:20])([F:21])[F:22])[cH:17][cH:18]2)[s:7][c:8]1[CH:9]([CH2:10][O:11][c:44]1[cH:43][c:42]([CH3:48])[c:41]([CH2:40][CH2:39][C:38]([O:37][CH3:36])=[O:49])[cH:46][cH:45]1)[CH3:12]. Reactants: CO, CC[Si](CC)(CC)c1[nH]c2ccccc2c1CC1CCCCC1. Product: c1ccc2c(CC3CCCCC3)c[nH]c2c1. Reaction SMILES: [CH3:24][OH:25].[CH:1]1([CH2:7][c:8]2[c:9]([Si:17]([CH2:18][CH3:19])([CH2:20][CH3:21])[CH2:22][CH3:23])[nH:10][c:11]3[cH:12][cH:13][cH:14][cH:15][c:16]23)[CH2:2][CH2:3][CH2:4][CH2:5][CH2:6]1>>[CH:1]1([CH2:7][c:8]2[cH:9][nH:10][c:11]3[cH:12][cH:13][cH:14][cH:15][c:16]23)[CH2:2][CH2:3][CH2:4][CH2:5][CH2:6]1. The reactants are C(CC(=O)C)(=O)OCC1=CC=CC=C1 (benzyl acetoacetate), C(OCC)(OCC)OCC (triethyl orthoformate), C(C)(=O)OC(C)=O (acetic anhydride). Yields the product C(C)OC=CC(CC(=O)OCC1=CC=CC=C1)=O (Benzyl ethoxymethyleneacetoacetate). Reaction SMILES: [C:1]([O:7][CH2:8][C:9]1[CH:14]=[CH:13][CH:12]=[CH:11][CH:10]=1)(=[O:6])[CH2:2][C:3]([CH3:5])=[O:4].[CH:15](OCC)(OCC)[O:16][CH2:17][CH3:18].C(OC(=O)C)(=O)C>>[CH2:17]([O:16][CH:15]=[CH:5][C:3](=[O:4])[CH2:2][C:1]([O:7][CH2:8][C:9]1[CH:10]=[CH:11][CH:12]=[CH:13][CH:14]=1)=[O:6])[CH3:18]. Procedure details: From benzyl acetoacetate (38.4 g, 0.20 mol), triethyl orthoformate (29.6 g, 0.20 mol) and acetic anhydride (41 g, 0.40 mol): 10.7 g, 21.5%; bp=170°-183° C. at 0.5 mm Hg; NMR (CDCl3) δ 1.0-1.4 (t, 3H), 2.2-2.3 (d, 3H), 4.0-4.4 (q, 2H), 5.2 (d, 2H), 7.4 (s, 5H), 7.8-8.0 (d, 1H). Starting materials: CCOC(=O)C=P(c1ccccc1)(c1ccccc1)c1ccccc1, CCOc1cc(C=O)ccc1C#CC1(O)CN2CCC1CC2, CC#N, Cc1ccccc1. Yields the product CCOC(=O)C=Cc1ccc(C#CC2(O)CN3CCC2CC3)c(OCC)c1. Reaction SMILES: [C:23](=[O:24])([O:25][CH2:26][CH3:27])[CH:28]=[P:29]([c:30]1[cH:31][cH:32][cH:33][cH:34][cH:35]1)([c:36]1[cH:37][cH:38][cH:39][cH:40][cH:41]1)[c:42]1[cH:43][cH:44][cH:45][cH:46][cH:47]1.[CH2:1]([CH3:2])[O:3][c:4]1[c:5]([C:12]#[C:13][C:14]2([OH:22])[CH2:15][N:16]3[CH2:17][CH2:18][CH:19]2[CH2:20][CH2:21]3)[cH:6][cH:7][c:8]([CH:10]=[O:11])[cH:9]1.[CH3:48][C:49]#[N:50].[CH3:51][c:52]1[cH:53][cH:54][cH:55][cH:56][cH:57]1>>[CH2:1]([CH3:2])[O:3][c:4]1[c:5]([C:12]#[C:13][C:14]2([OH:22])[CH2:15][N:16]3[CH2:17][CH2:18][CH:19]2[CH2:20][CH2:21]3)[cH:6][cH:7][c:8]([CH:10]=[CH:28][C:23](=[O:24])[O:25][CH2:26][CH3:27])[cH:9]1. As a reaction SMILES: [B-:38]([F:39])([F:40])([F:41])[F:42].[C:43]([PH+:44]([C:45]([CH3:46])([CH3:47])[CH3:48])[C:49]([CH3:50])([CH3:51])[CH3:52])([CH3:53])([CH3:54])[CH3:55].[CH3:9][C:10]1([CH3:11])[C:12]([CH3:13])([CH3:14])[O:15][B:16]([c:17]2[c:18]([O:23][c:24]3[cH:25][cH:26][c:27]([NH2:30])[cH:28][cH:29]3)[n:19][cH:20][cH:21][cH:22]2)[O:31]1.[NH2:1][c:2]1[n:3][o:4][c:5]([CH3:8])[c:6]1[Br:7].[Na+:32].[Na+:33].[O-:34][C:35](=[O:36])[O-:37].[O:56]1[CH2:57][CH2:58][O:59][CH2:60][CH2:61]1>>[NH2:1][c:2]1[n:3][o:4][c:5]([CH3:8])[c:6]1-[c:17]1[c:18]([O:23][c:24]2[cH:25][cH:26][c:27]([NH2:30])[cH:28][cH:29]2)[n:19][cH:20][cH:21][cH:22]1. Reactants: F[B-](F)(F)F, CC(C)(C)[PH+](C(C)(C)C)C(C)(C)C, CC1(C)OB(c2cccnc2Oc2ccc(N)cc2)OC1(C)C, Cc1onc(N)c1Br, [Na+], [Na+], O=C([O-])[O-], C1COCCO1. Product: Cc1onc(N)c1-c1cccnc1Oc1ccc(N)cc1. The reactants are CCO, [H][H], CCOC(=O)C=Cc1ccc(Oc2cccnc2)cc1. The product is CCOC(=O)CCc1ccc(Oc2cccnc2)cc1. As a reaction SMILES: [CH3:23][CH2:24][OH:25].[H:21][H:22].[n:1]1[cH:2][c:3]([O:7][c:8]2[cH:9][cH:10][c:11]([CH:14]=[CH:15][C:16](=[O:17])[O:18][CH2:19][CH3:20])[cH:12][cH:13]2)[cH:4][cH:5][cH:6]1>>[n:1]1[cH:2][c:3]([O:7][c:8]2[cH:9][cH:10][c:11]([CH2:14][CH2:15][C:16](=[O:17])[O:18][CH2:19][CH3:20])[cH:12][cH:13]2)[cH:4][cH:5][cH:6]1.